Dataset: the Open Reaction Database (ORD), a public repository of structured organic reaction records. Task: describe an organic reaction: reactants, conditions, products, and yield Starting materials: C(CC)[C@@H]1CC[C@H](CC1)C1=CC=C(CO)C=C1 (4-(trans-4'-propylcyclohexyl) benzyl alcohol), O=S(Cl)Cl (SOCl2). The product is C(CC)[C@@H]1CC[C@H](CC1)C1=CC=C(CCl)C=C1 (4-(trans-4'-propylcyclohexyl)-benzyl chloride). Isolated yield 91.8%. As a reaction SMILES: [CH2:1]([C@H:4]1[CH2:9][CH2:8][C@H:7]([C:10]2[CH:17]=[CH:16][C:13]([CH2:14]O)=[CH:12][CH:11]=2)[CH2:6][CH2:5]1)[CH2:2][CH3:3].O=S(Cl)[Cl:20]>>[CH2:1]([C@H:4]1[CH2:9][CH2:8][C@H:7]([C:10]2[CH:17]=[CH:16][C:13]([CH2:14][Cl:20])=[CH:12][CH:11]=2)[CH2:6][CH2:5]1)[CH2:2][CH3:3]. Reported procedure: 114 g (0.49 mol) of 4-(trans-4'-propylcyclohexyl) benzyl alcohol was dissolved in 107 cm3 (1.05 mol) of SOCl2 and the solution was refluxed over a warm water bath for 5 hours. The excess SOCl2 was distilled off under reduced pressure and the residue was washed with 10% hydrochloric acid and water. The chloroform was distilled off under reduced pressure and the residue was distilled under reduced pressure (147° C./3.0 mmHg) to yield 114 g (0.45 mol) of 4-(trans-4'-propylcyclohexyl)-benzyl chlorid... The product is CC(=O)C(=Cc1cccc(Cl)c1)C(=O)NCC=Cc1ccccc1. Reaction SMILES: [CH2:26]1[CH2:27][CH2:28][NH:29][CH2:30][CH2:31]1.[Cl:17][c:18]1[cH:19][c:20]([CH:21]=[O:22])[cH:23][cH:24][cH:25]1.[O:1]=[C:2]([CH2:3][C:4](=[O:5])[NH:6][CH2:7][CH:8]=[CH:9][c:10]1[cH:11][cH:12][cH:13][cH:14][cH:15]1)[CH3:16].[OH2:32].[cH:33]1[cH:34][cH:35][cH:36][cH:37][cH:38]1>>[O:1]=[C:2]([C:3]([C:4](=[O:5])[NH:6][CH2:7][CH:8]=[CH:9][c:10]1[cH:11][cH:12][cH:13][cH:14][cH:15]1)=[CH:21][c:20]1[cH:19][c:18]([Cl:17])[cH:25][cH:24][cH:23]1)[CH3:16]. The reactants are C1CCNCC1, O=Cc1cccc(Cl)c1, CC(=O)CC(=O)NCC=Cc1ccccc1, O, c1ccccc1. The reactants are N[C@@H](CCN1CCC(CC1)C=1C=C(C=CC1)NC(C(C)C)=O)C1=CC=CC=C1 (N-(3-{1-[(3S)-3-amino-3-phenylpropyl]-4-piperidinyl}phenyl)-2-methylpropanamide), CN(C1=CC=C(C(=O)Cl)C=C1)C (4-(dimethylamino)benzoyl chloride). Product: CN(C1=CC=C(C(=O)N[C@@H](CCN2CCC(CC2)C2=CC(=CC=C2)NC(C(C)C)=O)C2=CC=CC=C2)C=C1)C (4-(DIMETHYLAMINO)-N-((1S)-3-{4-[3-(ISOBUTYRYLAMINO)PHENYL]-1-PIPERIDINYL}-1-PHENYLPROPYL)BENZAMIDE). RXN SMILES: [NH2:1][C@H:2]([C:23]1[CH:28]=[CH:27][CH:26]=[CH:25][CH:24]=1)[CH2:3][CH2:4][N:5]1[CH2:10][CH2:9][CH:8]([C:11]2[CH:12]=[C:13]([NH:17][C:18](=[O:22])[CH:19]([CH3:21])[CH3:20])[CH:14]=[CH:15][CH:16]=2)[CH2:7][CH2:6]1.[CH3:29][N:30]([CH3:40])[C:31]1[CH:39]=[CH:38][C:34]([C:35](Cl)=[O:36])=[CH:33][CH:32]=1>>[CH3:29][N:30]([CH3:40])[C:31]1[CH:39]=[CH:38][C:34]([C:35]([NH:1][C@H:2]([C:23]2[CH:24]=[CH:25][CH:26]=[CH:27][CH:28]=2)[CH2:3][CH2:4][N:5]2[CH2:10][CH2:9][CH:8]([C:11]3[CH:16]=[CH:15][CH:14]=[C:13]([NH:17][C:18](=[O:22])[CH:19]([CH3:21])[CH3:20])[CH:12]=3)[CH2:7][CH2:6]2)=[O:36])=[CH:33][CH:32]=1. Procedure details: Prepared by Procedure Q1 and Scheme AC using N-(3-{1-[(3S)-3-amino-3-phenylpropyl]-4-piperidinyl}phenyl)-2-methylpropanamide and 4-(dimethylamino)benzoyl chloride: ESMS m/e: 527.3 (M+H)+. Starting materials: FC=1C=C(C=CC1)S(=O)(=O)Cl (3-fluorobenzenesulfonyl chloride), Intermediate 14, ClC1=NC=CC(=N1)C1=C(N=C(S1)C(C)(C)C)C=1C(=C(C=CC1F)N)F ({3-[5-(2-chloro-4-pyrimidinyl)-2-(1,1-dimethylethyl)-1,3-thiazol-4-yl]-2,4-difluorophenyl}amine). Product: ClC1=NC=CC(=N1)C1=C(N=C(S1)C(C)(C)C)C=1C(=C(C=CC1F)NS(=O)(=O)C1=CC(=CC=C1)F)F (N-{3-[5-(2-chloro-4-pyrimidinyl)-2-(1,1-dimethylethyl)-1,3-thiazol-4-yl]-2,4-difluorophenyl}-3-fluorobenzenesulfonamide), foam. Isolated yield 98.0%. Reaction SMILES: [Cl:1][C:2]1[N:7]=[C:6]([C:8]2[S:12][C:11]([C:13]([CH3:16])([CH3:15])[CH3:14])=[N:10][C:9]=2[C:17]2[C:18]([F:25])=[C:19]([NH2:24])[CH:20]=[CH:21][C:22]=2[F:23])[CH:5]=[CH:4][N:3]=1.[F:26][C:27]1[CH:28]=[C:29]([S:33](Cl)(=[O:35])=[O:34])[CH:30]=[CH:31][CH:32]=1>>[Cl:1][C:2]1[N:7]=[C:6]([C:8]2[S:12][C:11]([C:13]([CH3:16])([CH3:15])[CH3:14])=[N:10][C:9]=2[C:17]2[C:18]([F:25])=[C:19]([NH:24][S:33]([C:29]3[CH:30]=[CH:31][CH:32]=[C:27]([F:26])[CH:28]=3)(=[O:35])=[O:34])[CH:20]=[CH:21][C:22]=2[F:23])[CH:5]=[CH:4][N:3]=1. Procedure details: Following a procedure analogous to the procedure described in Intermediate 14 using {3-[5-(2-chloro-4-pyrimidinyl)-2-(1,1-dimethylethyl)-1,3-thiazol-4-yl]-2,4-difluorophenyl}amine (500 mg, 1.313 mmol) and 3-fluorobenzenesulfonyl chloride (0.210 mL, 1.575 mmol), the title compound was obtained as an yellow foam (690 mg, 98% yield). The reactants are BrC=1C=C(C=C(C1)OC(F)(F)F)C1=CC(=NN1C1=CC(=NC=C1)Cl)C(=O)O (5-(3-Bromo-5-trifluoromethoxyphenyl)-1-(2-chloropyridin-4-yl)-1H-pyrazole-3-carboxylic acid), ClC=1C=C(C=C(C1)F)C1=CC(=NN1C=1C=NC=CC1)C(=O)N1CC(NCC1)=O (4-{[5-(3-Chloro-5-fluorophenyl)-1-(pyridin-3-yl)-1H-pyrazol-3-yl]carbonyl}piperazin-2-one), O=C1NCCNC1 (2-oxopiperazine). Yields the product BrC=1C=C(C=C(C1)OC(F)(F)F)C1=CC(=NN1C1=CC(=NC=C1)Cl)C(=O)N1CC(NCC1)=O (4-({5-[3-Bromo-5-(trifluoromethoxy)phenyl]-1-(2-chloropyridin-4-yl)-1H-pyrazol-3-yl}carbonyl)piperazin-2-one). Reaction SMILES: [Br:1][C:2]1[CH:3]=[C:4]([C:13]2[N:17]([C:18]3[CH:23]=[CH:22][N:21]=[C:20]([Cl:24])[CH:19]=3)[N:16]=[C:15]([C:25]([OH:27])=O)[CH:14]=2)[CH:5]=[C:6]([O:8][C:9]([F:12])([F:11])[F:10])[CH:7]=1.ClC1C=C(C2N(C3C=NC=CC=3)N=C(C([N:49]3[CH2:54][CH2:53][NH:52][C:51](=[O:55])[CH2:50]3)=O)C=2)C=C(F)C=1.O=C1CNCCN1>>[Br:1][C:2]1[CH:3]=[C:4]([C:13]2[N:17]([C:18]3[CH:23]=[CH:22][N:21]=[C:20]([Cl:24])[CH:19]=3)[N:16]=[C:15]([C:25]([N:49]3[CH2:54][CH2:53][NH:52][C:51](=[O:55])[CH2:50]3)=[O:27])[CH:14]=2)[CH:5]=[C:6]([O:8][C:9]([F:12])([F:10])[F:11])[CH:7]=1. Procedure: 30 mg (0.09 mmol) of the compound of Example 46A is reacted analogously to the synthesis of the compound of Example 4 with 9 mg (0.09 mmol) of 2-oxopiperazine. 42 mg (89% of theory) of the title compound is obtained.